From a dataset of the Open Reaction Database (ORD), a public repository of structured organic reaction records. describe an organic reaction: reactants, conditions, products, and yield Procedure: Using the same general procedure of Preparation A, 4.12 g of 2,6-dichloropurine, 3.32 g of potassium carbonate and 4.44 g of 1-bromoethylbenzene gave 830 mg of 2,6-dichloro-7-(1-phenylethyl)purine and 1.3 g of 2,6-dichloro-9-(1-phenylethyl)purine. Yields the product ClC1=NC(=C2N(C=NC2=N1)C(C)C1=CC=CC=C1)Cl (2,6-dichloro-7-(1-phenylethyl)purine), ClC1=NC(=C2N=CN(C2=N1)C(C)C1=CC=CC=C1)Cl (2,6-dichloro-9-(1-phenylethyl)purine). RXN SMILES: [Cl:1][C:2]1[N:10]=[C:9]2[C:5]([NH:6][CH:7]=[N:8]2)=[C:4]([Cl:11])[N:3]=1.C(=O)([O-])[O-].[K+].[K+].Br[CH:19]([C:21]1[CH:26]=[CH:25][CH:24]=[CH:23][CH:22]=1)[CH3:20]>>[Cl:1][C:2]1[N:10]=[C:9]2[C:5]([N:6]([CH:19]([C:21]3[CH:26]=[CH:25][CH:24]=[CH:23][CH:22]=3)[CH3:20])[CH:7]=[N:8]2)=[C:4]([Cl:11])[N:3]=1.[Cl:1][C:2]1[N:10]=[C:9]2[C:5]([N:6]=[CH:7][N:8]2[CH:19]([C:21]2[CH:26]=[CH:25][CH:24]=[CH:23][CH:22]=2)[CH3:20])=[C:4]([Cl:11])[N:3]=1 |f:1.2.3|. The reactants are ClC1=NC(=C2NC=NC2=N1)Cl (2,6-dichloropurine), C([O-])([O-])=O.[K+].[K+] (potassium carbonate), BrC(C)C1=CC=CC=C1 (1-bromoethylbenzene). The reactants are C(=O)([O-])[O-].[K+].[K+] (K2CO3), [Zn+2].FC1=C(C(=CC=C1)F)C=1C2=CC=C(N2)C(=C2C=CC(C(=C3C=CC(=C(C=4C=CC1N4)C4=C(C=CC=C4F)F)N3)C3=C(C=CC=C3F)F)=N2)C2=CC=C(C=C2)C#C[Si](C)(C)C (Zinc(II) 5,10,15-Tris(2,6-difluorophenyl)-20-[4-{2-(trimethylsilyl)ethynyl} phenyl]-porphyrin), C(Cl)Cl (CH2Cl2). Solvent: CO (methanol), C1CCOC1 (THF). Conditions: time 1 hour. Yields the product [Zn+2].C(#C)C1=CC=C(C=C1)C1=C2C=CC(C(=C3C=CC(=C(C=4C=CC(=C(C5=CC=C1N5)C5=C(C=CC=C5F)F)N4)C4=C(C=CC=C4F)F)N3)C3=C(C=CC=C3F)F)=N2 (Zinc(II) 20-(4-Ethynylphenyl)-5,10,15-tris(2,6-difluorophenyl)porphyrin). Isolated yield 76.8%. Reaction SMILES: [Zn+2:1].[F:2][C:3]1[CH:8]=[CH:7][CH:6]=[C:5]([F:9])[C:4]=1[C:10]1[C:11]2[NH:15][C:14]([C:16]([C:50]3[CH:55]=[CH:54][C:53]([C:56]#[C:57][Si](C)(C)C)=[CH:52][CH:51]=3)=[C:17]3[N:49]=[C:20]([C:21]([C:41]4[C:46]([F:47])=[CH:45][CH:44]=[CH:43][C:42]=4[F:48])=[C:22]4[NH:40][C:25](=[C:26]([C:32]5[C:37]([F:38])=[CH:36][CH:35]=[CH:34][C:33]=5[F:39])[C:27]5[CH:28]=[CH:29][C:30]=1[N:31]=5)[CH:24]=[CH:23]4)[CH:19]=[CH:18]3)=[CH:13][CH:12]=2.C([O-])([O-])=O.[K+].[K+].C(Cl)Cl>C1COCC1.CO>[Zn+2:1].[C:56]([C:53]1[CH:54]=[CH:55][C:50]([C:16]2[C:17]3[NH:49][C:20](=[CH:19][CH:18]=3)[C:21]([C:41]3[C:42]([F:48])=[CH:43][CH:44]=[CH:45][C:46]=3[F:47])=[C:22]3[N:40]=[C:25]([CH:24]=[CH:23]3)[C:26]([C:32]3[C:37]([F:38])=[CH:36][CH:35]=[CH:34][C:33]=3[F:39])=[C:27]3[NH:31][C:30]([CH:29]=[CH:28]3)=[C:10]([C:4]3[C:5]([F:9])=[CH:6][CH:7]=[CH:8][C:3]=3[F:2])[C:11]3=[N:15][C:14]=2[CH:13]=[CH:12]3)=[CH:51][CH:52]=1)#[CH:57] |f:0.1,2.3.4,8.9|. Reported procedure: To a solution of Zn-3 (82 mg, 93.2 μmol) in THF (9 mL) was added a suspension of K2CO3 (30 mg, 217 μmol) in methanol (3 mL). The mixture was stirred for 1 h at room temperature in the dark. Then CH2Cl2 (20 mL) was added. The mixture was washed with aqueous 5% NaHCO3 solution (20 niL) and dried (Na2SO4). Purification by column chromatography (silica, CH2Cl2/hexanes 1:2) afforded 58 mg (71.6 μmol, 77%) of the title compound as a red-purple solid. The reactants are C(C)(=O)NC1=[N+](C=C(C=C1)C)[O-] (2-acetamido-5-methylpyridine N-oxide), C(C)(=O)OC(C)=O (acetic anhydride). The product is C(C)(=O)OC1=NC(=CC=C1C)NC(C)=O (6-acetamido-3-methylpyridin-2-yl acetate). Reaction SMILES: [C:1]([NH:4][C:5]1[CH:10]=[CH:9][C:8]([CH3:11])=[CH:7][N+:6]=1[O-])(=[O:3])[CH3:2].[C:13]([O:16]C(=O)C)(=[O:15])[CH3:14]>>[C:13]([O:16][C:7]1[C:8]([CH3:11])=[CH:9][CH:10]=[C:5]([NH:4][C:1](=[O:3])[CH3:2])[N:6]=1)(=[O:15])[CH3:14]. Procedure details: A solution of 2-acetamido-5-methylpyridine N-oxide (28.2 g, 170 mmol) in acetic anhydride (840 mL) was stirred at 70° C. for 4 h. After cooling to rt and concentration in vacuo Et2O (180 mL) was added and the resulting solids isolated by filtration and washed with MeOH to give 6-acetamido-3-methylpyridin-2-yl acetate (6.87 g, 33.0 mmol) as a pale brown solid.